This data is from the Open Reaction Database (ORD), a public repository of structured organic reaction records. The task is: describe an organic reaction: reactants, conditions, products, and yield As a reaction SMILES: [N:1]([CH:4]1[CH2:23][N:8]2[C:9]3[C:14]([C:15]([CH2:16][C:17]([O:19]CCC)=[O:18])=[C:7]2[CH2:6][CH2:5]1)=[CH:13][CH:12]=[CH:11][CH:10]=3)=[N+:2]=[N-:3].[C:24]([C:26]1[CH:31]=[CH:30][C:29]([F:32])=[CH:28][CH:27]=1)#[CH:25]>>[F:32][C:29]1[CH:30]=[CH:31][C:26]([C:24]2[N:3]=[N:2][N:1]([CH:4]3[CH2:23][N:8]4[C:9]5[C:14]([C:15]([CH2:16][C:17]([OH:19])=[O:18])=[C:7]4[CH2:6][CH2:5]3)=[CH:13][CH:12]=[CH:11][CH:10]=5)[CH:25]=2)=[CH:27][CH:28]=1. The reactants are N(=[N+]=[N-])C1CCC=2N(C3=CC=CC=C3C2CC(=O)OCCC)C1 (propyl (7-azido-6,7,8,9-tetrahydropyrido[1,2-α]indol-10-yl)acetate), C(#C)C1=CC=C(C=C1)F (1-ethynyl-4-fluorobenzene). The product is FC1=CC=C(C=C1)C=1N=NN(C1)C1CCC=2N(C3=CC=CC=C3C2CC(=O)O)C1 ({7-[4-(4-Fluoro-phenyl)-[1,2,3]triazol-1-yl]-6,7,8,9-tetrahydropyrido[1,2-α]indol-10-yl}-acetic acid). Reported procedure: The title compound was prepared using procedures described in EXAMPLE 1 from propyl (7-azido-6,7,8,9-tetrahydropyrido[1,2-α]indol-10-yl)acetate and 1-ethynyl-4-fluorobenzene. MS (+ESI) m/z: 391.1. Reactants: [N+](=O)([O-])C=1C=C(C=CC1OC)C=1OC2=C(N1)C=C(C=C2)Br (2-(3-nitro-4-methoxyphenyl)-5-bromobenzoxazole), C(C)(=O)C1=CC=C(C=C1)B(O)O (4-acetylphenylboronic acid). Yields the product [N+](=O)([O-])C=1C=C(C=CC1OC)C=1OC2=C(N1)C=C(C=C2)C2=CC=C(C=C2)C(C)=O (2-(3-Nitro-4-methoxyphenyl)-5-(4-acetylphenyl)benzoxazole). RXN SMILES: [N+:1]([C:4]1[CH:5]=[C:6]([C:12]2[O:13][C:14]3[CH:20]=[CH:19][C:18](Br)=[CH:17][C:15]=3[N:16]=2)[CH:7]=[CH:8][C:9]=1[O:10][CH3:11])([O-:3])=[O:2].[C:22]([C:25]1[CH:30]=[CH:29][C:28](B(O)O)=[CH:27][CH:26]=1)(=[O:24])[CH3:23]>>[N+:1]([C:4]1[CH:5]=[C:6]([C:12]2[O:13][C:14]3[CH:20]=[CH:19][C:18]([C:28]4[CH:29]=[CH:30][C:25]([C:22](=[O:24])[CH3:23])=[CH:26][CH:27]=4)=[CH:17][C:15]=3[N:16]=2)[CH:7]=[CH:8][C:9]=1[O:10][CH3:11])([O-:3])=[O:2]. Procedure: Prepared by the method of Example 15d), from 2-(3-nitro-4-methoxyphenyl)-5-bromobenzoxazole (200 mg, 0.57 mmol) and 4-acetylphenylboronic acid (139 mg, 0.85 mmol) the subtitle compound was obtained (119 mg, 36%). 1H NMR (DMSO) δ 8.64(d, 1H), 8.46(dd, 1H), 8.16(d, 1H), 8.06(d, 2H), 7.93–7.90(m, 3H), 7.81(dd, 1H), 7.63(d, 1H), 4.05(s, 3H), 2.63(s, 3H). Starting materials: C(C)C1=NN(C=C1C=O)C1=CC(=CC=C1)OC (3-ethyl-1-(3-methoxyphenyl)-1H-pyrazole-4-carbaldehyde), C(C)C1=NN(C=C1C=O)C1=CC(=CC=C1)OC (3-ethyl-1-(3-methoxyphenyl)-1H-pyrazole-4-carbaldehyde), C1(CCCCC1)[Mg]Br (cyclohexylmagnesium bromide). Solvent: O1CCCC1 (tetrahydrofuran). Run at time 15 minute. Product: C1(CCCCC1)C(O)C=1C(=NN(C1)C1=CC(=CC=C1)OC)CC (cyclohexyl[3-ethyl-1-(3-methoxyphenyl)-1H-pyrazol-4-yl]methanol). RXN SMILES: [CH2:1]([C:3]1[C:7]([CH:8]=[O:9])=[CH:6][N:5]([C:10]2[CH:15]=[CH:14][CH:13]=[C:12]([O:16][CH3:17])[CH:11]=2)[N:4]=1)[CH3:2].[CH:18]1([Mg]Br)[CH2:23][CH2:22][CH2:21][CH2:20][CH2:19]1>O1CCCC1>[CH:18]1([CH:8]([C:7]2[C:3]([CH2:1][CH3:2])=[N:4][N:5]([C:10]3[CH:15]=[CH:14][CH:13]=[C:12]([O:16][CH3:17])[CH:11]=3)[CH:6]=2)[OH:9])[CH2:23][CH2:22][CH2:21][CH2:20][CH2:19]1. Reported procedure: To a solution (20 mL) of 3-ethyl-1-(3-methoxyphenyl)-1H-pyrazole-4-carbaldehyde (1.9 g) synthesized in the above-mentioned (2) in tetrahydrofuran was added dropwise under ice-cooling cyclohexylmagnesium bromide (12.0 mL, 1M tetrahydrofuran solution). After the completion of the dropwise addition, the ice bath was removed, and the mixture was stirred at room temperature for 15 min. To the reaction mixture was added aqueous ammonium chloride solution, and the mixture was extracted with ethyl aceta... The reactants are CCOC(C)=O, [Na+], [Na+], O=C([O-])[O-], CN(C)C=O, CC(C)(C)OC(=O)N1CCC(O)CC1, Cc1ccc(S(=O)(=O)OC2CCN(C(=O)OC(C)(C)C)CC2)cc1, c1ccc(-c2ncc(-c3nn[nH]n3)cn2)cc1. The product is CC(C)(C)OC(=O)N1CCC(n2nnc(-c3cnc(-c4ccccc4)nc3)n2)CC1. RXN SMILES: [CH3:67][CH2:68][O:69][C:70](=[O:71])[CH3:72].[Na+:56].[Na+:57].[O-:58][C:59](=[O:60])[O-:61].[O:62]=[CH:63][N:64]([CH3:65])[CH3:66].[OH:42][CH:43]1[CH2:44][CH2:45][N:46]([C:47]([O:48][C:49]([CH3:50])([CH3:51])[CH3:52])=[O:53])[CH2:54][CH2:55]1.[S:18]([O:19][CH:29]1[CH2:30][CH2:31][N:32]([C:35](=[O:36])[O:37][C:38]([CH3:39])([CH3:40])[CH3:41])[CH2:33][CH2:34]1)([c:20]1[cH:21][cH:22][c:23]([CH3:24])[cH:25][cH:26]1)(=[O:27])=[O:28].[c:1]1(-[c:7]2[n:8][cH:9][c:10](-[c:13]3[n:14][n:15][nH:16][n:17]3)[cH:11][n:12]2)[cH:2][cH:3][cH:4][cH:5][cH:6]1>>[c:1]1(-[c:7]2[n:8][cH:9][c:10](-[c:13]3[n:14][n:15][n:16]([CH:29]4[CH2:30][CH2:31][N:32]([C:35](=[O:36])[O:37][C:38]([CH3:39])([CH3:40])[CH3:41])[CH2:33][CH2:34]4)[n:17]3)[cH:11][n:12]2)[cH:2][cH:3][cH:4][cH:5][cH:6]1. Starting materials: FC1=CC(=C(C=O)C=C1)[N+](=O)[O-] (4-Fluoro-2-nitrobenzaldehyde), COCCNCCN1CCOCC1 (N-(2-methoxyethyl)-2-morpholinoethylamine), [Br-].N1N=C(C2=CC=CC=C12)C[P+](C1=CC=CC=C1)(C1=CC=CC=C1)C1=CC=CC=C1 ((1H-indazol-3-ylmethyl)triphenylphosphonium bromide), C([O-])([O-])=O.[K+].[K+] (potassium carbonate). The solvent is CS(=O)C (DMSO), O (water), O (water). Conditions: temperature 100 celsius, time 3 hour. Yields the product N1N=C(C2=CC=CC=C12)/C=C/C1=C(C=C(C=C1)N(CCOC)CCN1CCOCC1)[N+](=O)[O-] ((E)-N-{4-[2-(1H-indazol-3-yl)vinyl]-3-nitrophenyl}-N-(2-methoxyethyl)-2-morpholinoethylamine). The yield is 16.1%. Reaction SMILES: F[C:2]1[CH:9]=[CH:8][C:5]([CH:6]=O)=[C:4]([N+:10]([O-:12])=[O:11])[CH:3]=1.[CH3:13][O:14][CH2:15][CH2:16][NH:17][CH2:18][CH2:19][N:20]1[CH2:25][CH2:24][O:23][CH2:22][CH2:21]1.[Br-].[NH:27]1[C:35]2[C:30](=[CH:31][CH:32]=[CH:33][CH:34]=2)[C:29]([CH2:36][P+](C2C=CC=CC=2)(C2C=CC=CC=2)C2C=CC=CC=2)=[N:28]1.C(=O)([O-])[O-].[K+].[K+]>O.CS(C)=O>[NH:27]1[C:35]2[C:30](=[CH:31][CH:32]=[CH:33][CH:34]=2)[C:29](/[CH:36]=[CH:6]/[C:5]2[CH:8]=[CH:9][C:2]([N:17]([CH2:18][CH2:19][N:20]3[CH2:25][CH2:24][O:23][CH2:22][CH2:21]3)[CH2:16][CH2:15][O:14][CH3:13])=[CH:3][C:4]=2[N+:10]([O-:12])=[O:11])=[N:28]1 |f:2.3,4.5.6|. Procedure details: 4-Fluoro-2-nitrobenzaldehyde (0.20 g, 1.2 mmol), N-(2-methoxyethyl)-2-morpholinoethylamine (1.2 g, 6.5 mmol) and DMSO (3.5 mL) were added and stirred at 100° C. for 3 hours. The reaction mixture was added with water and extracted with ethyl acetate. The organic layer was washed with water and saturated brine, dried over anhydrous magnesium sulfate and the solvent was evaporated under reduced pressure. The residue was purified by silica gel column chromatography (hexane/ethyl acetate=1/1 to ethyl... The reactants are [Al+3], O=C1CCCC(=O)O1, CCCc1ccccc1OC, [Cl-], [Cl-], [Cl-], ClCC(Cl)(Cl)Cl, Cl, O=[N+]([O-])c1ccccc1. Yields the product CCCc1cc(C(=O)CCCC(=O)O)ccc1OC. RXN SMILES: [Al+3:2].[C:16]1(=[O:23])[CH2:17][CH2:18][CH2:19][C:20](=[O:21])[O:22]1.[CH2:5]([CH2:6][CH3:7])[c:8]1[c:9]([O:14][CH3:15])[cH:10][cH:11][cH:12][cH:13]1.[Cl-:1].[Cl-:3].[Cl-:4].[Cl:24][CH2:25][C:26]([Cl:27])([Cl:28])[Cl:29].[ClH:30].[O-:31][N+:32]([c:33]1[cH:34][cH:35][cH:36][cH:37][cH:38]1)=[O:39]>>[CH2:5]([CH2:6][CH3:7])[c:8]1[c:9]([O:14][CH3:15])[cH:10][cH:11][c:12]([C:16]([CH2:17][CH2:18][CH2:19][C:20](=[O:21])[OH:22])=[O:23])[cH:13]1.